Dataset: the Open Reaction Database (ORD), a public repository of structured organic reaction records. Task: describe an organic reaction: reactants, conditions, products, and yield The reactants are N1=CC=C(C=C1)C=1SC=C(N1)C=1C(NC2=CC(=CC=C2C1)C=O)=O (3-(2-pyridin-4-yl-thiazol-4-yl)-1H-quinolin-2-one-7-carbaldehyde), N1CCC1 (azetidine). Product: N1(CCC1)CC1=CC=C2C=C(C(NC2=C1)=O)C=1N=C(SC1)C1=CC=NC=C1 (7-Azetidin-1-ylmethyl-3-(2-pyridin-4-yl-thiazol-4-yl)-1H-quinolin-2-one). RXN SMILES: [N:1]1[CH:6]=[CH:5][C:4]([C:7]2[S:8][CH:9]=[C:10]([C:12]3[C:13](=[O:24])[NH:14][C:15]4[C:20]([CH:21]=3)=[CH:19][CH:18]=[C:17]([CH:22]=O)[CH:16]=4)[N:11]=2)=[CH:3][CH:2]=1.[NH:25]1[CH2:28][CH2:27][CH2:26]1>>[N:25]1([CH2:22][C:17]2[CH:16]=[C:15]3[C:20]([CH:21]=[C:12]([C:10]4[N:11]=[C:7]([C:4]5[CH:5]=[CH:6][N:1]=[CH:2][CH:3]=5)[S:8][CH:9]=4)[C:13](=[O:24])[NH:14]3)=[CH:19][CH:18]=2)[CH2:28][CH2:27][CH2:26]1. Procedure: This compound was prepared according to the method described in example 8768 employing 3-(2-pyridin-4-yl-thiazol-4-yl)-1H-quinolin-2-one-7-carbaldehyde and azetidine to give a yellow solid. MS m/z: 375.1 (M+1).